Dataset: the Open Reaction Database (ORD), a public repository of structured organic reaction records. Task: describe an organic reaction: reactants, conditions, products, and yield Starting materials: CC(=O)OC(C)=O, Cc1nc(C=O)cs1, [Cl-], [Cl-], Cc1nc2ccc(F)cc2c(=O)n1-c1ccccc1Cl, O, [Zn+2]. The product is Cc1nc(C=Cc2nc3ccc(F)cc3c(=O)n2-c2ccccc2Cl)cs1. RXN SMILES: [CH3:21][C:22]([O:23][C:24](=[O:25])[CH3:26])=[O:27].[CH3:28][c:29]1[s:30][cH:31][c:32]([CH:34]=[O:35])[n:33]1.[Cl-:37].[Cl-:39].[Cl:1][c:2]1[c:3](-[n:8]2[c:9]([CH3:20])[n:10][c:11]3[cH:12][cH:13][c:14]([F:19])[cH:15][c:16]3[c:17]2=[O:18])[cH:4][cH:5][cH:6][cH:7]1.[OH2:36].[Zn+2:38]>>[Cl:1][c:2]1[c:3](-[n:8]2[c:9]([CH:20]=[CH:34][c:32]3[cH:31][s:30][c:29]([CH3:28])[n:33]3)[n:10][c:11]3[cH:12][cH:13][c:14]([F:19])[cH:15][c:16]3[c:17]2=[O:18])[cH:4][cH:5][cH:6][cH:7]1. Reactants: C1(=CC=CC=C1)/C(=C(\CC)/C1=CC=CC=C1)/C1=CC=C(C=C1)C=CC(=O)O (3-[4-(Z)-(1,2-diphenylbut-1-enyl)phenyl]-acrylic acid), ClC1=C(C=CC=C1)S(=O)(=O)N (2-chlorobenzenesulfonamide). Product: ClC1=C(C=CC=C1)S(=O)(=O)NC(C=CC1=CC=C(C=C1)C(=C(CC)C1=CC=CC=C1)C1=CC=CC=C1)=O (2-chloro-N-{3-[4-(1,2-diphenyl-but-1-enyl)-phenyl]-acryloyl}-benzenesulfonamide). As a reaction SMILES: [C:1]1(/[C:7](/[C:17]2[CH:22]=[CH:21][C:20]([CH:23]=[CH:24][C:25](O)=[O:26])=[CH:19][CH:18]=2)=[C:8](/[C:11]2[CH:16]=[CH:15][CH:14]=[CH:13][CH:12]=2)\[CH2:9][CH3:10])[CH:6]=[CH:5][CH:4]=[CH:3][CH:2]=1.[Cl:28][C:29]1[CH:34]=[CH:33][CH:32]=[CH:31][C:30]=1[S:35]([NH2:38])(=[O:37])=[O:36]>>[Cl:28][C:29]1[CH:34]=[CH:33][CH:32]=[CH:31][C:30]=1[S:35]([NH:38][C:25](=[O:26])[CH:24]=[CH:23][C:20]1[CH:21]=[CH:22][C:17]([C:7]([C:1]2[CH:6]=[CH:5][CH:4]=[CH:3][CH:2]=2)=[C:8]([C:11]2[CH:12]=[CH:13][CH:14]=[CH:15][CH:16]=2)[CH2:9][CH3:10])=[CH:18][CH:19]=1)(=[O:37])=[O:36]. Reported procedure: Prepared by coupling 1a and 2-chlorobenzenesulfonamide in accordance with Procedure 1, Method B described hereinabove. Yield (19%); 1H NMR (d6-DMSO) δ 12.56 (s, 1H), 8.09 (d, J=7.7 Hz, 1H), 7.69–7.53 (m, 3H), 7.39–7.08 (m, 13H), 6.85 (d, J=8.1 Hz, 2H), 6.47 (d, J=15.8 Hz, 1H), 2.36 (q, J=7.3 Hz, 2H), 0.82 (t, J=7.3 Hz, 3H); APcI m/z: 528 (M+H+). Reactants: O=C(CCNC(=O)OCc1ccccc1)NC(CO)Cc1cnc[nH]1, CO, O. The product is NCCC(=O)NC(CO)Cc1cnc[nH]1. As a reaction SMILES: [CH2:1]([O:2][C:3](=[O:4])[NH:11][CH2:12][CH2:13][C:14](=[O:15])[NH:16][CH:17]([CH2:18][OH:19])[CH2:20][c:21]1[cH:22][n:23][cH:24][nH:25]1)[c:5]1[cH:6][cH:7][cH:8][cH:9][cH:10]1.[CH3:27][OH:28].[OH2:26]>>[NH2:11][CH2:12][CH2:13][C:14](=[O:15])[NH:16][CH:17]([CH2:18][OH:19])[CH2:20][c:21]1[cH:22][n:23][cH:24][nH:25]1. The reactants are C(C)(C)(C)OC(=O)N1C(CC(C1)P(C1CCCCC1)C1CCCCC1)CP(C1=CC=CC=C1)C1=CC=CC=C1 (1-t-butoxycarbonyl-4-dicyclohexylphosphino-2-diphenylphosphinomethylpyrrolidine), C1(=CC=CC=C1)P(C1=C(C2=CC=CC=C2C=C1)C1=C(C=CC2=CC=CC=C12)P(C1=CC=CC=C1)C1=CC=CC=C1)C1=CC=CC=C1 (2,2'-bis(diphenylphosphino)-1,1'-binaphthyl), CC1=CC=C(C=C1)P(C1=C(C2=CC=CC=C2C=C1)C1=C(C=CC2=CC=CC=C12)P(C1=CC=C(C=C1)C)C1=CC=C(C=C1)C)C1=CC=C(C=C1)C (2,2'-bis[di(4-methylphenyl)phosphino]-1,1'-binaphthyl). The product is C(C)(C)(C)OC(=O)N1C(CC(C1)P(C1=CC=CC=C1)C1=CC=CC=C1)CP(C1=CC=CC=C1)C1=CC=CC=C1 (1-t-butoxycarbonyl-4-diphenylphosphino-2-diphenylphosphinomethylpyrrolidine). Reaction SMILES: [C:1]([O:5][C:6]([N:8]1[CH2:12][CH:11]([P:13]([CH:20]2[CH2:25][CH2:24][CH2:23][CH2:22][CH2:21]2)[CH:14]2[CH2:19][CH2:18][CH2:17][CH2:16][CH2:15]2)[CH2:10][CH:9]1[CH2:26][P:27]([C:34]1[CH:39]=[CH:38][CH:37]=[CH:36][CH:35]=1)[C:28]1[CH:33]=[CH:32][CH:31]=[CH:30][CH:29]=1)=[O:7])([CH3:4])([CH3:3])[CH3:2].C1(P(C2C=CC=CC=2)C2C=CC3C(=CC=CC=3)C=2C2C3C(=CC=CC=3)C=CC=2P(C2C=CC=CC=2)C2C=CC=CC=2)C=CC=CC=1.CC1C=CC(P(C2C=CC(C)=CC=2)C2C=CC3C(=CC=CC=3)C=2C2C3C(=CC=CC=3)C=CC=2P(C2C=CC(C)=CC=2)C2C=CC(C)=CC=2)=CC=1>>[C:1]([O:5][C:6]([N:8]1[CH2:12][CH:11]([P:13]([C:20]2[CH:21]=[CH:22][CH:23]=[CH:24][CH:25]=2)[C:14]2[CH:19]=[CH:18][CH:17]=[CH:16][CH:15]=2)[CH2:10][CH:9]1[CH2:26][P:27]([C:34]1[CH:35]=[CH:36][CH:37]=[CH:38][CH:39]=1)[C:28]1[CH:29]=[CH:30][CH:31]=[CH:32][CH:33]=1)=[O:7])([CH3:4])([CH3:2])[CH3:3]. Reported procedure: 1-t-butoxycarbonyl-4-dicyclohexylphosphino-2-diphenylphosphinomethylpyrrolidine, and the like. Of these, 2,2'-bis(diphenylphosphino)-1,1'-binaphthyl and 2,2'-bis[di(4-methylphenyl)phosphino]-1,1'-binaphthyl are preferable. Reactants: C(C1=CC=CC=C1)N(CCO)C (N-Benzyl-N-methylethanolamine), C1(=CC=CC=C1)P(C1=CC=CC=C1)C1=CC=CC=C1 (triphenylphosphine), N(=NC(=O)OCC)C(=O)OCC (diethyl azodicarboxylate), ClC=1C(=C(C=CC1)O)CN(C)C (3-chloro-2-(dimethylaminomethyl)phenol). Run in C1CCOC1 (THF). The product is Cl.Cl.C(C1=CC=CC=C1)N(C)CCOC1=C(CN(C)C)C(=CC=C1)Cl (2-[2-(N-benzyl-N-methylamino)ethoxy]-6-chloro-N,N-dimethylbenzylamine dihydrochloride). RXN SMILES: [CH2:1]([N:8]([CH3:12])[CH2:9][CH2:10][OH:11])[C:2]1[CH:7]=[CH:6][CH:5]=[CH:4][CH:3]=1.C1(P(C2C=CC=CC=2)C2C=CC=CC=2)C=CC=CC=1.N(C(OCC)=O)=NC(OCC)=O.[Cl:44][C:45]1[C:46]([CH2:52][N:53]([CH3:55])[CH3:54])=[C:47](O)[CH:48]=[CH:49][CH:50]=1>C1COCC1>[ClH:44].[ClH:44].[CH2:1]([N:8]([CH2:9][CH2:10][O:11][C:47]1[CH:48]=[CH:49][CH:50]=[C:45]([Cl:44])[C:46]=1[CH2:52][N:53]([CH3:54])[CH3:55])[CH3:12])[C:2]1[CH:7]=[CH:6][CH:5]=[CH:4][CH:3]=1 |f:5.6.7|. Reported procedure: N-Benzyl-N-methylethanolamine (5.25 ml), triphenylphosphine (8.48 g) and diethyl azodicarboxylate (5.09 ml) were added to a solution of 3-chloro-2-(dimethylaminomethyl)phenol (6.0 g) in dry THF (200 ml) at ambient temperature with stirring under nitrogen. The mixture was stirred at ambient temperature for 24 hours and then evaporated to dryness under reduced pressure at 30° C. The residue was dissolved in 2M hydrochloric acid, washed with ethyl acetate, and then basified with concentrated sodium... Reactants: COC(CC(=O)OC(C)(C)C)C(C(C)C)N(C)C(=O)OCc1ccccc1, CO. Product: CNC(C(C)C)C(CC(=O)OC(C)(C)C)OC. Reaction SMILES: [C:1]([CH3:2])([CH3:3])([CH3:4])[O:5][C:6]([CH2:7][CH:8]([CH:9]([CH:10]([CH3:11])[CH3:12])[N:13]([CH3:14])[C:15]([O:16][CH2:17][c:18]1[cH:19][cH:20][cH:21][cH:22][cH:23]1)=[O:24])[O:25][CH3:26])=[O:27].[CH3:28][OH:29]>>[C:1]([CH3:2])([CH3:3])([CH3:4])[O:5][C:6]([CH2:7][CH:8]([CH:9]([CH:10]([CH3:11])[CH3:12])[NH:13][CH3:14])[O:25][CH3:26])=[O:27].